Task: describe an organic reaction: reactants, conditions, products, and yield. Dataset: the Open Reaction Database (ORD), a public repository of structured organic reaction records The reactants are C1(C=2C(C(N1CC1=NOC(=N1)C=1N=CN3C1[C@H]1N(C(C4=C3C=CC=C4)=O)CC1)=O)=CC=CC2)=O ((S)-12,12a-dihydro-1-(3-phthalimidomethyl-1,2,4-oxadiazol-5-yl)-9H,11H-azeto[2,1-c]imidazo[1,5-a][1,4]benzodiazepin-9-one). The solvent is C(C)O (ethanol), CN (methylamine), C(C)O (ethanol). Product: NCC1=NOC(=N1)C=1N=CN2C1[C@H]1N(C(C3=C2C=CC=C3)=O)CC1 ((S)-1-(3-aminomethyl-1,2,4-oxadiazol-5-yl)-12,12a-dihydro-9H,11H-azeto[2,1-c]imidazo[1,5-a][1,4]benzodiazepin-9-one). Reaction SMILES: C1(=O)[N:5]([CH2:6][C:7]2[N:11]=[C:10]([C:12]3[N:13]=[CH:14][N:15]4[C:21]5[CH:22]=[CH:23][CH:24]=[CH:25][C:20]=5[C:19](=[O:26])[N:18]5[CH2:27][CH2:28][C@H:17]5[C:16]=34)[O:9][N:8]=2)C(=O)C2=CC=CC=C12>C(O)C.CN>[NH2:5][CH2:6][C:7]1[N:11]=[C:10]([C:12]2[N:13]=[CH:14][N:15]3[C:21]4[CH:22]=[CH:23][CH:24]=[CH:25][C:20]=4[C:19](=[O:26])[N:18]4[CH2:27][CH2:28][C@H:17]4[C:16]=23)[O:9][N:8]=1. Procedure: 9 g (19.9 mmol) of (S)-12,12a-dihydro-1-(3-phthalimidomethyl-1,2,4-oxadiazol-5-yl)-9H,11H-azeto[2,1-c]imidazo[1,5-a][1,4]benzodiazepin-9-one in 20 ml of ethanol and 65 ml of methylamine (33%) in ethanol were stirred at 70° for 2 hours. The solution was concentrated and the residue was triturated with 70 ml of methylene chloride. The suspension obtained was filtered. After drying the filter residue there was obtained (S)-1-(3-aminomethyl-1,2,4-oxadiazol-5-yl)-12,12a-dihydro-9H,11H-azeto[2,1-c]imi... Starting materials: [Br-], Clc1ccc(CBr)cc1, CC(C)(C)c1nc2c([nH]1)CCCC2=O, CCCC[N+](CCCC)(CCCC)CCCC, Cc1ccccc1, [Na+], [OH-]. Product: CC(C)(C)c1nc2c(n1Cc1ccc(Cl)cc1)C(=O)CCC2. Reaction SMILES: [Br-:26].[Br:15][CH2:16][c:17]1[cH:18][cH:19][c:20]([Cl:23])[cH:21][cH:22]1.[CH3:1][C:2]([CH3:3])([CH3:4])[c:5]1[n:6][c:7]2[c:8]([nH:9]1)[CH2:10][CH2:11][CH2:12][C:13]2=[O:14].[CH3:27][CH2:28][CH2:29][CH2:30][N+:31]([CH2:32][CH2:33][CH2:34][CH3:35])([CH2:36][CH2:37][CH2:38][CH3:39])[CH2:40][CH2:41][CH2:42][CH3:43].[CH3:44][c:45]1[cH:46][cH:47][cH:48][cH:49][cH:50]1.[Na+:25].[OH-:24]>>[CH3:1][C:2]([CH3:3])([CH3:4])[c:5]1[n:6]([CH2:16][c:17]2[cH:18][cH:19][c:20]([Cl:23])[cH:21][cH:22]2)[c:7]2[c:8]([n:9]1)[CH2:10][CH2:11][CH2:12][C:13]2=[O:14].